describe an organic reaction: reactants, conditions, products, and yield From a dataset of the Open Reaction Database (ORD), a public repository of structured organic reaction records. Reactants: C(C1=CC=CC=C1)OC=1C=NN(C1)CCO (2-(4-(benzyloxy)-1H-pyrazol-1-yl)ethanol), [H][H] (hydrogen). Reagents/catalysts: [Pd] (Pd/C). The solvent is C1CCOC1 (THF). Run at time 8 hour. Product: OCCN1N=CC(=C1)O (1-(2-hydroxyethyl)-1H-pyrazol-4-ol). The yield is 169.3%. Reaction SMILES: C([O:8][C:9]1[CH:10]=[N:11][N:12]([CH2:14][CH2:15][OH:16])[CH:13]=1)C1C=CC=CC=1.[H][H]>C1COCC1.[Pd]>[OH:16][CH2:15][CH2:14][N:12]1[CH:13]=[C:9]([OH:8])[CH:10]=[N:11]1. Reported procedure: 2-(4-(benzyloxy)-1H-pyrazol-1-yl)ethanol (1.81 g, 8.3 mmol) was dissolved in THF (15 mL) under nitrogen. Pd/C (0.22 g, 0.21 mmol) was added and the solution was placed under vacuum and charged with a hydrogen balloon. The mixture stirred at ambient temperature overnight under this hydrogen atmosphere. The solution was filtered through GF/F paper and concentrated to give 1-(2-hydroxyethyl)-1H-pyrazol-4-ol (1.8 g, quantitative).